Dataset: the Open Reaction Database (ORD), a public repository of structured organic reaction records. Task: describe an organic reaction: reactants, conditions, products, and yield Starting materials: C(O)([O-])=O.[Na+] (sodium hydrogencarbonate), CC1=CC(=NC=C1)C1=CC(=C(C=C(C#N)C)C=C1)[N+](=O)[O-] (2-(4-(4-methylpyridin-2-yl)-2-nitrobenzylidene)-propionitrile), O.O.[Sn](Cl)Cl (tin (II) chloride dihydrate), Cl (hydrochloric acid), Cl (hydrogen chloride). Solvent: C(C)(=O)OCC (ethyl acetate), C(C)O (ethanol), O1CCOCC1 (1,4-dioxane). Product: Cl.Cl.NC1=NC2=CC(=CC=C2C=C1C)C1=NC=CC(=C1)C (2-amino-3-methyl-7-(4-methylpyridin-2-yl)quinoline dihydrochloride). Reaction SMILES: [CH3:1][C:2]1[CH:7]=[CH:6][N:5]=[C:4]([C:8]2[CH:18]=[CH:17][C:11]([CH:12]=[C:13]([CH3:16])[C:14]#[N:15])=[C:10]([N+:19]([O-])=O)[CH:9]=2)[CH:3]=1.O.O.[Sn](Cl)[Cl:25].[ClH:27].C(=O)([O-])O.[Na+]>C(O)C.C(OCC)(=O)C.O1CCOCC1>[ClH:25].[ClH:27].[NH2:15][C:14]1[C:13]([CH3:16])=[CH:12][C:11]2[C:10](=[CH:9][C:8]([C:4]3[CH:3]=[C:2]([CH3:1])[CH:7]=[CH:6][N:5]=3)=[CH:18][CH:17]=2)[N:19]=1 |f:1.2.3,5.6,10.11.12|. Procedure: To a suspension of 2-(4-(4-methylpyridin-2-yl)-2-nitrobenzylidene)-propionitrile (221 mg) in ethanol (30 ml) was added tin (II) chloride dihydrate (1.25 g), and the mixture was refluxed for 30 minutes. Then to the solution was added hydrochloric acid (12N, 5 ml), and the mixture was refluxed for 6 hours. After cooling, the reaction mixture was poured into a saturated aqueous sodium hydrogencarbonate solution and extracted with dichloromethane. The organic layer was washed with brine, dried over ...